From a dataset of the Open Reaction Database (ORD), a public repository of structured organic reaction records. describe an organic reaction: reactants, conditions, products, and yield Reaction SMILES: [Br:1][C:2]1[CH:3]=[C:4]([OH:8])[CH:5]=[CH:6][CH:7]=1.[CH3:9][O:10][CH2:11]Cl.C(N(C(C)C)CC)(C)C>C(Cl)Cl>[CH3:9][O:10][CH2:11][O:8][C:4]1[CH:3]=[C:2]([Br:1])[CH:7]=[CH:6][CH:5]=1. The reactants are BrC=1C=C(C=CC1)O (3-bromophenol), COCCl (chloromethyl methyl ether), C(C)(C)N(CC)C(C)C (diisopropylethylamine). Run in C(Cl)Cl (CH2Cl2). Reported procedure: To a solution of 3-bromophenol (27.4 g, 158 mmol) in CH2Cl2 was added chloromethyl methyl ether (18 mL, 237 mmol). The reaction mixture was cooled to 0° C. and diisopropylethylamine (55 mL, 316 mmol) was added and the cold bath was removed. The reaction mixture was stirred for 3 hours at ambient temperature and then poured into 10% aqueous HCl. The layers were separated and the aqueous phase was extracted 4 times with CH2Cl2. The combined organic layers were washed once each with saturated aqueo... Run at temperature 0 celsius, time 3 hour. Product: COCOC=1C=C(C=CC1)Br (3-methyloxymethoxybromobenzene). Starting materials: COCC1OC(n2cnc3c(NCC(c4ccccc4)c4ccccc4)nc(COS(C)(=O)=O)nc32)C(O[Si](C)(C)C(C)(C)C)C1O[Si](C)(C)C(C)(C)C, [H-], OCCN1CCCCC1, [Na+], C1CCOC1, O. The product is COCC1OC(n2cnc3c(NCC(c4ccccc4)c4ccccc4)nc(COCCN4CCCCC4)nc32)C(O[Si](C)(C)C(C)(C)C)C1O[Si](C)(C)C(C)(C)C. As a reaction SMILES: [CH3:3][S:4]([O:5][CH2:8][c:9]1[n:10][c:11]([NH:42][CH2:43][CH:44]([c:45]2[cH:46][cH:47][cH:48][cH:49][cH:50]2)[c:51]2[cH:52][cH:53][cH:54][cH:55][cH:56]2)[c:12]2[n:13][cH:14][n:15]([CH:18]3[O:19][CH:20]([CH2:39][O:40][CH3:41])[CH:21]([O:31][Si:32]([CH3:33])([CH3:34])[C:35]([CH3:36])([CH3:37])[CH3:38])[CH:22]3[O:23][Si:24]([CH3:25])([CH3:26])[C:27]([CH3:28])([CH3:29])[CH3:30])[c:16]2[n:17]1)(=[O:6])=[O:7].[H-:1].[N:57]1([CH2:63][CH2:64][OH:65])[CH2:58][CH2:59][CH2:60][CH2:61][CH2:62]1.[Na+:2].[O:67]1[CH2:68][CH2:69][CH2:70][CH2:71]1.[OH2:66]>>[CH2:8]([c:9]1[n:10][c:11]([NH:42][CH2:43][CH:44]([c:45]2[cH:46][cH:47][cH:48][cH:49][cH:50]2)[c:51]2[cH:52][cH:53][cH:54][cH:55][cH:56]2)[c:12]2[n:13][cH:14][n:15]([CH:18]3[O:19][CH:20]([CH2:39][O:40][CH3:41])[CH:21]([O:31][Si:32]([CH3:33])([CH3:34])[C:35]([CH3:36])([CH3:37])[CH3:38])[CH:22]3[O:23][Si:24]([CH3:25])([CH3:26])[C:27]([CH3:28])([CH3:29])[CH3:30])[c:16]2[n:17]1)[O:65][CH2:64][CH2:63][N:57]1[CH2:58][CH2:59][CH2:60][CH2:61][CH2:62]1. The yield is 59.0%. Yields the product ClC=1C=NC=C(C1SC1=C(C=C(S1)C(=O)NCC(=O)OCC)[N+](=O)[O-])Cl (Ethyl 2-(5-((3,5-dichloropyridin-4-yl)thio)-4-nitrothiophene-2-carboxamido)acetate), solid. The reactants are ClC=1C=NC=C(C1SC1=C(C=C(S1)C(=O)O)[N+](=O)[O-])Cl (5-[(3,5-dichloro-4-pyridyl)sulfanyl]-4-nitro-thiophene-2-carboxylic acid), NCC(=O)OCC (ethyl 2-aminoacetate). Reaction SMILES: [Cl:1][C:2]1[CH:3]=[N:4][CH:5]=[C:6]([Cl:20])[C:7]=1[S:8][C:9]1[S:13][C:12]([C:14]([OH:16])=O)=[CH:11][C:10]=1[N+:17]([O-:19])=[O:18].[NH2:21][CH2:22][C:23]([O:25][CH2:26][CH3:27])=[O:24]>>[Cl:20][C:6]1[CH:5]=[N:4][CH:3]=[C:2]([Cl:1])[C:7]=1[S:8][C:9]1[S:13][C:12]([C:14]([NH:21][CH2:22][C:23]([O:25][CH2:26][CH3:27])=[O:24])=[O:16])=[CH:11][C:10]=1[N+:17]([O-:19])=[O:18]. Reported procedure: Prepared according to the procedure described for example 70 from 5-[(3,5-dichloro-4-pyridyl)sulfanyl]-4-nitro-thiophene-2-carboxylic acid (1.5 g, 4.27 mmol) and ethyl 2-aminoacetate (696 mg, 5.12 mmol). The title compound was obtained as a solid (1.1 g, 59% yield). 1H NMR (400 MHz, d6-DMSO) δ: 9.36 (1H, t), 8.98 (2H, s), 8.47 (1H, s), 4.11 (2H, q), 3.97 (2H, s), 1.19 (3H, t). MS m/z: 434.08, 436.06 [M+H]+. Run in CC(CC)=O (2-butanone), O (water), O (water), CC(CC)=O (butanone), CC(=O)C (acetone). Run at temperature 35 celsius. The product is [CH3-].CC1=CC2=C(C=C1C)N(C=N2)[C@@H]3[C@@H]([C@@H]([C@H](O3)CO)OP(=O)([O-])OC(C)CNC(=O)CC[C@@]4([C@H]([C@@H]5[C@]6([C@@]([C@@H](/C(=C(/C7=N/C(=C\C8=N/C(=C(\C4=N5)/C)/[C@H](C8(C)C)CCC(=O)N)/[C@H]([C@]7(C)CC(=O)N)CCC(=O)N)\C)/[N-]6)CCC(=O)N)(C)CC(=O)N)C)CC(=O)N)C)O.[Co+3] (Mecobalamin). Yield: 179.9%. The reagents and catalysts are O.O.O.O.O.O.O.S(=O)(=O)([O-])[O-].[Fe+2] (iron (II) sulfate heptahydrate). The reactants are CC1=CC2=C(C=C1C)N(C=N2)[C@@H]3[C@@H]([C@@H]([C@H](O3)CO)OP(=O)([O-])O[C@H](C)CNC(=O)CC[C@@]4([C@H]([C@@H]5[C@]6([C@@]([C@@H](/C(=C(/C7=N/C(=C\C8=N/C(=C(\C4=N5)/C)/[C@H](C8(C)C)CCC(=O)N)/[C@H]([C@]7(C)CC(=O)N)CCC(=O)N)\C)/[N-]6)CCC(=O)N)(C)CC(=O)N)C)CC(=O)N)C)O.[C-]#N.[Co+3] (cyanocobalamin), [Cl-].C[S+](=O)(C)C (trimethylsulfoxonium chloride), [BH4-].[Na+] (sodium borohydride), [OH-].[Na+] (sodium hydroxide). Reported procedure: To 130 ml of ion-exchanged water were added 10 g of cyanocobalamin, 2.85 g of trimethylsulfoxonium chloride, 700 mg of iron (II) sulfate heptahydrate and 7.5 ml of 2-butanone. After replacing the atmosphere of the system by nitrogen, the mixture was heated in a water bath. A solution of sodium borohydride (4 g)/2N sodium hydroxide (0.5 ml)/water (20 ml) was added dropwise thereto under stirring at an inner temperature of 35° C. After stirring for 3 hours as it was, the mixture was cooled to 15° ... RXN SMILES: [CH3:1][C:2]1[C:7]([CH3:8])=[CH:6][C:5]2[N:9]([C@H:12]3[O:16][C@H:15]([CH2:17][OH:18])[C@@H:14]([O:19][P:20]([O:23][C@@H:24]([CH2:26][NH:27][C:28]([CH2:30][CH2:31][C@@:32]4([CH3:89])[C:48]5=[N:49][C@@H:34]([C@:35]6([CH3:84])[N-:73][C:38](=[C:39]([CH3:72])[C:40]7[C@:61]([CH2:63][C:64]([NH2:66])=[O:65])([CH3:62])[C@H:60]([CH2:67][CH2:68][C:69]([NH2:71])=[O:70])[C:42](=[CH:43][C:44]8[C:52]([CH3:54])([CH3:53])[C@H:51]([CH2:55][CH2:56][C:57]([NH2:59])=[O:58])[C:46](=[C:47]5[CH3:50])[N:45]=8)[N:41]=7)[C@@H:37]([CH2:74][CH2:75][C:76]([NH2:78])=[O:77])[C@@:36]6([CH2:80][C:81]([NH2:83])=[O:82])[CH3:79])[C@@H:33]4[CH2:85][C:86]([NH2:88])=[O:87])=[O:29])[CH3:25])([O-:22])=[O:21])[C@H:13]3[OH:90])[CH:10]=[N:11][C:4]=2[CH:3]=1.[C-]#N.[Co+3:93].[Cl-].C[S+](C)(C)=O.[BH4-].[Na+].[OH-].[Na+]>O.O.O.O.O.O.O.S([O-])([O-])(=O)=O.[Fe+2].CC(C)=O.CC(=O)CC.O>[CH3-:1].[CH3:1][C:2]1[C:7]([CH3:8])=[CH:6][C:5]2[N:9]([C@H:12]3[O:16][C@H:15]([CH2:17][OH:18])[C@@H:14]([O:19][P:20]([O:23][CH:24]([CH2:26][NH:27][C:28]([CH2:30][CH2:31][C@@:32]4([CH3:89])[C:48]5=[N:49][C@@H:34]([C@:35]6([CH3:84])[N-:73][C:38](=[C:39]([CH3:72])[C:40]7[C@:61]([CH2:63][C:64]([NH2:66])=[O:65])([CH3:62])[C@H:60]([CH2:67][CH2:68][C:69]([NH2:71])=[O:70])[C:42](=[CH:43][C:44]8[C:52]([CH3:54])([CH3:53])[C@H:51]([CH2:55][CH2:56][C:57]([NH2:59])=[O:58])[C:46](=[C:47]5[CH3:50])[N:45]=8)[N:41]=7)[C@@H:37]([CH2:74][CH2:75][C:76]([NH2:78])=[O:77])[C@@:36]6([CH2:80][C:81]([NH2:83])=[O:82])[CH3:79])[C@@H:33]4[CH2:85][C:86]([NH2:88])=[O:87])=[O:29])[CH3:25])([O-:22])=[O:21])[C@H:13]3[OH:90])[CH:10]=[N:11][C:4]=2[CH:3]=1.[Co+3:93] |f:0.1.2,3.4,5.6,7.8,9.10.11.12.13.14.15.16.17,21.22.23|.